Dataset: the Open Reaction Database (ORD), a public repository of structured organic reaction records. Task: describe an organic reaction: reactants, conditions, products, and yield Reaction SMILES: [C:1]([CH2:4][C:5]1[CH:41]=[CH:40][C:8]([CH2:9][CH2:10][CH2:11][NH:12][C:13]2[CH:18]=[C:17]([O:19][CH3:20])[C:16]([O:21][CH3:22])=[CH:15][C:14]=2[C@@H:23]2[CH2:32][CH2:31][C:30]3[CH:29]=[C:28]([O:33]C(=O)C(C)(C)C)[CH:27]=[CH:26][C:25]=3[CH2:24]2)=[CH:7][CH:6]=1)(O)=O.[CH2:42]([NH:46][CH3:47])[CH2:43][CH2:44][CH3:45]>>[CH2:42]([N:46]([CH3:47])[CH2:1][CH2:4][C:5]1[CH:6]=[CH:7][C:8]([CH2:9][CH2:10][CH2:11][NH:12][C:13]2[CH:18]=[C:17]([O:19][CH3:20])[C:16]([O:21][CH3:22])=[CH:15][C:14]=2[C@@H:23]2[CH2:32][CH2:31][C:30]3[CH:29]=[C:28]([OH:33])[CH:27]=[CH:26][C:25]=3[CH2:24]2)=[CH:40][CH:41]=1)[CH2:43][CH2:44][CH3:45]. The product is C(CCC)N(CCC1=CC=C(CCCNC2=C(C=C(C(=C2)OC)OC)[C@H]2CC=3C=CC(=CC3CC2)O)C=C1)C ((R)-6-{2-{{4-[2-(Butylmethylamino)ethyl]benzyl}ethylamino}-4,5-dimethoxyphenyl}-5,6,7,8-tetrahydronaphthalen-2-ol). Reported procedure: Synthesized from pivalic acid (R)-6-{2-[(4-carboxymethylbenzyl)ethylamino]-4,5-dimethoxyphenyl}-5,6,7,8-tetrahydronaphthalen-2-yl ester (19 mg) and butylmethylamine (22 mg) according to an analogous synthetic method to Example 715 and purified by LC-MS, the title compound (3.4 mg) was obtained. Yield: 18.9%. The reactants are C(=O)(O)CC1=CC=C(CCCNC2=C(C=C(C(=C2)OC)OC)[C@H]2CC=3C=CC(=CC3CC2)OC(C(C)(C)C)=O)C=C1 (pivalic acid (R)-6-{2-[(4-carboxymethylbenzyl)ethylamino]-4,5-dimethoxyphenyl}-5,6,7,8-tetrahydronaphthalen-2-yl ester), C(CCC)NC (butylmethylamine). Product: FC1=C(C=CC(=C1)F)COC1=CC=NN1C1=NC=CC(=C1)C#N (2-[5-[(2,4-difluorophenyl)methoxy]pyrazol-1-yl]pyridine-4-carbonitrile). Reactants: OC1=CC=NN1C1=NC=CC(=C1)C#N (2-(5-hydroxy-1H-pyrazol-1-yl)pyridine-4-carbonitrile), FC1=C(C=CC(=C1)F)CO ((2,4-difluorophenyl)methanol). Procedure details: The title compound was prepared from 2-(5-hydroxy-1H-pyrazol-1-yl)pyridine-4-carbonitrile and (2,4-difluorophenyl)methanol according to the procedure for the preparation of Example 39, part C. 1H NMR (400 MHz, CDCl3): δ 5.19 (2H, s), 5.74 (1H, d, J=2.0 Hz), 6.78-6.86 (2H, m), 7.33 (1H, dd, J=1.2 Hz, J=4.8 Hz), 7.39-7.45 (1H, m), 7.51 (1H, d, J=1.6 Hz), 7.94 (1H, s), 8.62 (1H, d, J=4.8 Hz). [M+H] Calc'd for C16H10F2N4O, 313. Found, 313. RXN SMILES: [OH:1][C:2]1[N:6]([C:7]2[CH:12]=[C:11]([C:13]#[N:14])[CH:10]=[CH:9][N:8]=2)[N:5]=[CH:4][CH:3]=1.[F:15][C:16]1[CH:21]=[C:20]([F:22])[CH:19]=[CH:18][C:17]=1[CH2:23]O>>[F:15][C:16]1[CH:21]=[C:20]([F:22])[CH:19]=[CH:18][C:17]=1[CH2:23][O:1][C:2]1[N:6]([C:7]2[CH:12]=[C:11]([C:13]#[N:14])[CH:10]=[CH:9][N:8]=2)[N:5]=[CH:4][CH:3]=1. Product: [Mg+2].[Br-].[Br-] (MgBr2), [Li]C=1OC=CC1 (2-lithio-furan), oil. Solvent: CCOCC (ether), CCOCC (ether), CCOCC (ether), CCOCC (ether). The reactants are [NH4+].[Cl-] (NH4Cl), N1(CCCCC1)C1(CCCCC1)C#N (1-piperidin-1-yl-cyclohexanecarbonitrile), solution, C(CCC)[Li] (n-butyl-lithium), CCCCCC (hexane), O1C=CC=C1 (furan), CN(C)CCN(C)C (TMEDA), ice, [Mg+2].[Br-].[Br-] (MgBr2), BrCCBr (1,2-dibromo-ethane), [Mg] (magnesium). RXN SMILES: [Br:1]CCBr.[Mg:5].[CH2:6]([Li:10])[CH2:7][CH2:8][CH3:9].CCCCCC.[O:17]1C=CC=C1.CN(CCN(C)C)C.[Mg+2].[Br-:31].[Br-].N1(C2(C#N)CCCCC2)CCCCC1.[NH4+].[Cl-]>CCOCC>[Mg+2:5].[Br-:1].[Br-:31].[Li:10][C:6]1[O:17][CH:9]=[CH:8][CH:7]=1 |f:6.7.8,10.11,13.14.15|. Reaction conditions: time 30 minute. Yield: 76.0%. Procedure details: A solution of MgBr2 is prepared from 1,2-dibromo-ethane (6.76 g, 36 mmol, 4 eq) and magnesium (0.88 g, 36 mmol, 4 eq) in ether (80 ml) under a nitrogen atmosphere. A 2-lithio-furan solution is prepared under nitrogen atmosphere by adding a 1.6M solution of n-butyl-lithium in hexane (28 ml, 45 mmol, 5 eq) dropwise to a mixture of furan (3.1 g, 45 mmol, 5 eq) and TMEDA (5.2 g, 45 mmol, 5 eq) in anhydrous ether (100 ml) at −20° C. The mixture is then taken to reflux for 2 hours, cooled down to ambi... Reactants: NC=1SC=NN1 (2-amino-1,3,4-thiadiazole), [I-].[Na+] (sodium iodide), CC(=O)C (acetone), ClCN1CC=CC=C1Cl (N-Chloromethyl-6-chloropyridine). Product: ClC1=CC=C(C=N1)CN=C1SC=NN1 (N-(6-Chloro-pyridin-3-ylmethyl)-3H-[1,3,4]thiadiazol-2-ylideneamine). Yield: 28.0%. As a reaction SMILES: ClC[N:3]1[C:8]([Cl:9])=[CH:7][CH:6]=[CH:5][CH2:4]1.[NH2:10][C:11]1[S:12][CH:13]=[N:14][N:15]=1.[I-].[Na+].[CH3:18]C(C)=O>>[Cl:9][C:8]1[N:3]=[CH:4][C:5]([CH2:18][N:10]=[C:11]2[NH:15][N:14]=[CH:13][S:12]2)=[CH:6][CH:7]=1 |f:2.3|. Procedure: N-Chloromethyl-6-chloropyridine (717 mg (4.43 mM)) (prepared according to the method of J. Het. Chem., 1979, 16, 333-336), 537 mg (5.31 mM) of 2-amino-1,3,4-thiadiazole and 1.99 g (13.29 mM) of sodium iodide were mixed together in 60 mL of acetone and refluxed for 18 hours. The reaction mixture was cooled to room temperature and the solvent was evaporated. The residue was dissolved in a 1:1 mixture of 50 mL of 10% NaOH and 50 mL of methylene chloride. The organic layer was dried (Na2SO4) and the... Reactants: CI (methyl iodide), ice water, [H-].[Na+] (sodium hydride), CN1C(=CC=2NC3=C(NC(C21)=O)C=CC=C3)C (1,2-dimethyl-1,4,9,10-tetrahydropyrrolo[3,2-b][1,5]benzodiazepin-10-one), N#N (N2). Run in O1CCCC1 (tetrahydrofuran), CS(=O)C (dimethylsulfoxide), O1CCCC1 (tetrahydrofuran). Reaction conditions: temperature 5 celsius, time 30 minute. Product: CN1C(=CC=2NC3=C(N(C(C21)=O)C)C=CC=C3)C (1,2,9-Trimethyl-1,4,9,10-tetrahydropyrrolo[3,2-b][1,5]benzodiazepin-10-one). As a reaction SMILES: [H-].[Na+].[CH3:3][N:4]1[C:13]2[C:12](=[O:14])[NH:11][C:10]3[CH:15]=[CH:16][CH:17]=[CH:18][C:9]=3[NH:8][C:7]=2[CH:6]=[C:5]1[CH3:19].N#N.[CH3:22]I>CS(C)=O.O1CCCC1>[CH3:3][N:4]1[C:13]2[C:12](=[O:14])[N:11]([CH3:22])[C:10]3[CH:15]=[CH:16][CH:17]=[CH:18][C:9]=3[NH:8][C:7]=2[CH:6]=[C:5]1[CH3:19] |f:0.1|. Reported procedure: 0.33 g (0.011 mole) of 80% sodium hydride (in paraffin) are added to a cold solution (5° C.) of 2.3 g (0.01 mole) of 1,2-dimethyl-1,4,9,10-tetrahydropyrrolo[3,2-b][1,5]benzodiazepin-10-one in 20 ml of dry dimethylsulfoxide and 20 ml of tetrahydrofuran under an inert gas atmosphere (N2). The mixture is stirred for 30 minutes and is allowed to come to room temperature (30 minutes). Thereafter, it is again cooled to 5° C. and 1.4 g (0.01 mole) of methyl iodide, dissolved in 5 ml of dry tetrahydrofu... Reactants: C(C)(=O)OCC (ethyl acetate), [H-].[Al+3].[Li+].[H-].[H-].[H-] (Lithium aluminium hydride), O1COC2=C1C=CC(=C2)C(C(=O)NS(=O)(=O)C2=C(C=C(C=C2)C)OC)C2=CN(C1=CC(=CC=C21)C(=O)OC)C (methyl 3-{1-(1,3-benzodioxol-5-yl)-2-[(2-methoxy-4-methylphenyl)sulfonamido]-2-oxo-ethyl}-1-methyl-1H-6-indolecarboxyate), [H-].[Al+3].[Li+].[H-].[H-].[H-] (lithium aluminium hydride). Solvent: O1CCCC1 (tetrahydrofuran). Yields the product O1COC2=C1C=CC(=C2)C(C(=O)NS(=O)(=O)C2=C(C=C(C=C2)C)OC)C2=CN(C1=CC(=CC=C21)CO)C (3-{1-(1,3-Benzodioxol-5-yl)-2-[(2-methoxy-4-methylphenyl)sulfonamido]-2-oxoethyl}-6-(hydroxymethyl)-1-methyl-1H-indole). Yield: 62.2%. Reaction SMILES: [H-].[Al+3].[Li+].[H-].[H-].[H-].[O:7]1[C:11]2[CH:12]=[CH:13][C:14]([CH:16]([C:32]3[C:40]4[C:35](=[CH:36][C:37]([C:41](OC)=[O:42])=[CH:38][CH:39]=4)[N:34]([CH3:45])[CH:33]=3)[C:17]([NH:19][S:20]([C:23]3[CH:28]=[CH:27][C:26]([CH3:29])=[CH:25][C:24]=3[O:30][CH3:31])(=[O:22])=[O:21])=[O:18])=[CH:15][C:10]=2[O:9][CH2:8]1.C(OCC)(=O)C>O1CCCC1>[O:7]1[C:11]2[CH:12]=[CH:13][C:14]([CH:16]([C:32]3[C:40]4[C:35](=[CH:36][C:37]([CH2:41][OH:42])=[CH:38][CH:39]=4)[N:34]([CH3:45])[CH:33]=3)[C:17]([NH:19][S:20]([C:23]3[CH:28]=[CH:27][C:26]([CH3:29])=[CH:25][C:24]=3[O:30][CH3:31])(=[O:22])=[O:21])=[O:18])=[CH:15][C:10]=2[O:9][CH2:8]1 |f:0.1.2.3.4.5|. Procedure details: Lithium aluminium hydride (15 mg, 0.2 mmol) was added slowly to a stirred solution of methyl 3-{1-(1,3-benzodioxol-5-yl)-2-[(2-methoxy-4-methylphenyl)sulfonamido]-2-oxo-ethyl}-1-methyl-1H-6-indolecarboxyate (from step (a), 200 mg, 0.4 mmol) in tetrahydrofuran at 0° C. under a nitrogen atmosphere. After 2 h a further 1 equivalent (30 mg) of lithium aluminium hydride was added and the mixture was warmed to room temperature. After 1 h ethyl acetate (10 ml) was carefully added and the product extrac... Reactants: O=C([O-])O, CCCCCC, CC(C)Cc1nn(C)c(=O)c2ccsc12, CC(C)[N-]C(C)C, O=Cc1ccccc1C(F)(F)F, [Li+], [Na+], C1CCOC1, C1CCOC1. The product is CC(C)Cc1nn(C)c(=O)c2cc(Cc3ccccc3C(F)(F)F)sc12. RXN SMILES: [C:36](=[O:37])([O-:38])[OH:39].[CH3:41][CH2:42][CH2:43][CH2:44][CH2:45][CH3:46].[CH3:9][n:10]1[n:11][c:12]([CH2:20][CH:21]([CH3:22])[CH3:23])[c:13]2[c:14]([c:15]1=[O:16])[cH:17][cH:18][s:19]2.[CH:1]([N-:2][CH:3]([CH3:4])[CH3:5])([CH3:6])[CH3:7].[F:24][C:25]([c:26]1[c:27]([CH:28]=[O:29])[cH:30][cH:31][cH:32][cH:33]1)([F:34])[F:35].[Li+:8].[Na+:40].[O:47]1[CH2:48][CH2:49][CH2:50][CH2:51]1.[O:52]1[CH2:53][CH2:54][CH2:55][CH2:56]1>>[CH3:9][n:10]1[n:11][c:12]([CH2:20][CH:21]([CH3:22])[CH3:23])[c:13]2[c:14]([c:15]1=[O:16])[cH:17][c:18]([CH2:28][c:27]1[c:26]([C:25]([F:24])([F:34])[F:35])[cH:33][cH:32][cH:31][cH:30]1)[s:19]2. The reactants are [H-].[Al+3].[Li+].[H-].[H-].[H-] (lithium aluminum hydride), C(C1=CC=CC=C1)N1CC(CC1=O)C(=O)OC (methyl 1-benzyl-5-oxo-3-pyrrolidinecarboxylate), O (water), [OH-].[Na+] (sodium hydroxide), O (water). Run in C1CCOC1 (THF). Conditions: time 5 hour. Yields the product C(C1=CC=CC=C1)N1CC(CC1)CO ((1-benzyl-3-pyrrolidinyl)methanol). As a reaction SMILES: [H-].[Al+3].[Li+].[H-].[H-].[H-].[CH2:7]([N:14]1[C:18](=O)[CH2:17][CH:16]([C:20](OC)=[O:21])[CH2:15]1)[C:8]1[CH:13]=[CH:12][CH:11]=[CH:10][CH:9]=1.O.[OH-].[Na+]>C1COCC1>[CH2:7]([N:14]1[CH2:18][CH2:17][CH:16]([CH2:20][OH:21])[CH2:15]1)[C:8]1[CH:13]=[CH:12][CH:11]=[CH:10][CH:9]=1 |f:0.1.2.3.4.5,8.9|. Reported procedure: To a cold (0° C.) suspension of lithium aluminum hydride (2.44 g, 64 mmol) in THF (40 mL) was added methyl 1-benzyl-5-oxo-3-pyrrolidinecarboxylate (5.00 g, 21 mmol). The reaction mixture was stirred at room temperature for 5 hrs. To the reaction mixture were added water (2.5 mL), 15% aqueous sodium hydroxide solution (2.5 mL), and water (7.5 mL), successively. The mixture was filtered through Celite®. The filtrate was concentrated under reduced pressure to give (1-benzyl-3-pyrrolidinyl)methanol.... Starting materials: Cl[Si](C)(C)C (chloro(trimethyl)silane), NC1=C2C(=NC=N1)N(N=C2C2=C(C=C(C=C2)OC2=CC=CC=C2)F)C[C@H]2N(CCC2)C(CC#N)=O ((S)-3-(2-((4-amino-3-(2-fluoro-4-phenoxyphenyl)-1H-pyrazolo[3,4-d]pyrimidin-1-yl)methyl)pyrrolidin-1-yl)-3-oxopropanenitrile), CC(C=O)(C)N1CCCC1 (2-methyl-2-pyrrolidin-1-yl-propanal), N1CCCC1 (pyrrolidine). Solvent: C(Cl)Cl (DCM), C(=O)(O)[O-].[Na+] (NaHCO3). Run at time 90 minute. Product: NC1=C2C(=NC=N1)N(N=C2C2=C(C=C(C=C2)OC2=CC=CC=C2)F)C[C@H]2N(CCC2)C(=O)C(C#N)=CC(C)(N2CCCC2)C ((S)-2-(2-((4-amino-3-(2-fluoro-4-phenoxyphenyl)-1H-pyrazolo[3,4-d]pyrimidin-1-yl)methyl)pyrrolidine-1-carbonyl)-4-methyl-4-(pyrrolidin-1-yl)pent-2-enenitrile). Isolated yield 75.7%. Reaction SMILES: [NH2:1][C:2]1[N:7]=[CH:6][N:5]=[C:4]2[N:8]([CH2:25][C@@H:26]3[CH2:30][CH2:29][CH2:28][N:27]3[C:31](=[O:35])[CH2:32][C:33]#[N:34])[N:9]=[C:10]([C:11]3[CH:16]=[CH:15][C:14]([O:17][C:18]4[CH:23]=[CH:22][CH:21]=[CH:20][CH:19]=4)=[CH:13][C:12]=3[F:24])[C:3]=12.[CH3:36][C:37]([N:41]1[CH2:45][CH2:44][CH2:43][CH2:42]1)([CH3:40])[CH:38]=O.N1CCCC1.Cl[Si](C)(C)C>C(Cl)Cl.C([O-])(O)=O.[Na+]>[NH2:1][C:2]1[N:7]=[CH:6][N:5]=[C:4]2[N:8]([CH2:25][C@@H:26]3[CH2:30][CH2:29][CH2:28][N:27]3[C:31]([C:32](=[CH:36][C:37]([CH3:40])([N:41]3[CH2:45][CH2:44][CH2:43][CH2:42]3)[CH3:38])[C:33]#[N:34])=[O:35])[N:9]=[C:10]([C:11]3[CH:16]=[CH:15][C:14]([O:17][C:18]4[CH:19]=[CH:20][CH:21]=[CH:22][CH:23]=4)=[CH:13][C:12]=3[F:24])[C:3]=12 |f:5.6|. Reported procedure: To a mixture of (S)-3-(2-((4-amino-3-(2-fluoro-4-phenoxyphenyl)-1H-pyrazolo[3,4-d]pyrimidin-1-yl)methyl)pyrrolidin-1-yl)-3-oxopropanenitrile (285 mg, 0.60 mmol), 2-methyl-2-pyrrolidin-1-yl-propanal (719 mg, 5.1 mmol) and pyrrolidine (0.23 mL, 2.8 mmol) in DCM (6 mL) at room temperature was added chloro(trimethyl)silane (0.23 mL, 1.8 mmol). After stirring 90 min, the solution was diluted with sat. NaHCO3 and extracted with DCM. The organic layers were combined, dried (MgSO4), filtered and concent... The reactants are C1CCC(CC1)N=C=NC2CCCCC2 (DCC), C(=O)(OC(C)(C)C)C(C(=O)O)NCC(=O)O (Boc-Iminodiacetic acid), C(C1=CC=CC=C1)O (benzyl alcohol), C=1C=CC2=C(C1)N=NN2O (HOBt). Reagents/catalysts: CN(C1=CC=NC=C1)C (4-dimethylaminopyridine). The solvent is C(Cl)Cl (CH2Cl2). Conditions: temperature 0 celsius, time 8 hour. Product: C(C1=CC=CC=C1)OC(CNC(C(=O)OCC1=CC=CC=C1)C(=O)OC(C)(C)C)=O (Boc-Iminodiacetic acid dibenzyl ester). RXN SMILES: [C:1]([CH:8]([NH:12][CH2:13][C:14]([OH:16])=[O:15])[C:9]([OH:11])=[O:10])([O:3][C:4]([CH3:7])([CH3:6])[CH3:5])=[O:2].[CH2:17](O)[C:18]1[CH:23]=[CH:22][CH:21]=[CH:20][CH:19]=1.[CH:25]1[CH:26]=[CH:27][C:28]2N(O)N=N[C:29]=2[CH:30]=1.[CH2:35]1CCC(N=C=NC2CCCCC2)CC1>CN(C)C1C=CN=CC=1.C(Cl)Cl>[CH2:17]([O:15][C:14](=[O:16])[CH2:13][NH:12][CH:8]([C:1]([O:3][C:4]([CH3:6])([CH3:5])[CH3:7])=[O:2])[C:9]([O:11][CH2:35][C:29]1[CH:28]=[CH:27][CH:26]=[CH:25][CH:30]=1)=[O:10])[C:18]1[CH:23]=[CH:22][CH:21]=[CH:20][CH:19]=1. Reported procedure: Boc-Iminodiacetic acid (5 g, 21.44 mmol), 4-dimethylaminopyridine (5.24 g, 42.87 mol), benzyl alcohol (4.64 g, 42.9 mmol) and HOBt (6.8 g, 43 mmol) were dissolved in CH2Cl2 (200 mL) and the solution was cooled to 0° C. DCC (8.84 g, 42.9 mmol) was added and the reaction was allowed to proceed at ambient temperature overnight. Precipitated dicyclohexylurea was filtered off and the filtrated was extracted with 4% aq NaHCO3.